Task: describe an organic reaction: reactants, conditions, products, and yield. Dataset: the Open Reaction Database (ORD), a public repository of structured organic reaction records The reactants are C(C)(C)[C@@H]1N(C(OC1)=O)C(CCCCCCCC)=O (4-(S)-isopropyl-3-(1-oxononyl)-2-oxazolidinone), BrCC(=O)OC(C)(C)C (tert-butyl bromoacetate). Yields the product C(C)(C)[C@@H]1N(C(OC1)=O)C([C@H](CCCCCCC)CC(=O)OC(C)(C)C)=O (4-(S)-Isopropyl-3-[2-(R)-tert-butoxycarbonylmethyl-1-oxononyl]-2-oxazolidinone). Reaction SMILES: [CH:1]([C@H:4]1[CH2:8][O:7][C:6](=[O:9])[N:5]1[C:10](=[O:19])[CH2:11][CH2:12][CH2:13][CH2:14][CH2:15][CH2:16][CH2:17][CH3:18])([CH3:3])[CH3:2].Br[CH2:21][C:22]([O:24][C:25]([CH3:28])([CH3:27])[CH3:26])=[O:23]>>[CH:1]([C@H:4]1[CH2:8][O:7][C:6](=[O:9])[N:5]1[C:10](=[O:19])[C@@H:11]([CH2:21][C:22]([O:24][C:25]([CH3:28])([CH3:27])[CH3:26])=[O:23])[CH2:12][CH2:13][CH2:14][CH2:15][CH2:16][CH2:17][CH3:18])([CH3:3])[CH3:2]. Reported procedure: Following the procedure described in Referential Example 4, but using 4-(S)-isopropyl-3-(1-oxononyl)-2-oxazolidinone (10.09 g), prepared in Referential Example 71, and tert-butyl bromoacetate (30 ml), the desired compound (12.62 g) was obtained. Starting materials: C(=O)(OCC)CC=P(C1=CC=CC=C1)(C1=CC=CC=C1)C1=CC=CC=C1 ((carbethoxyethylidene)triphenyl phosphorane), C(C=1C(O)=CC=CC1)=O (salicylaldehyde). Run in C1(=CC=CC=C1)C (toluene), C1(=CC=CC=C1)C (toluene). Yields the product C(C)OC(\C(=C\C1=C(C=CC=C1)O)\C)=O ((E)-3-(2-Hydroxy-phenyl)-2-methyl-acrylic acid ethyl ester). Reaction SMILES: [C:1]([CH2:6][CH:7]=P(C1C=CC=CC=1)(C1C=CC=CC=1)C1C=CC=CC=1)([O:3][CH2:4][CH3:5])=[O:2].[CH:27](=O)[C:28]1[C:29](=[CH:31][CH:32]=[CH:33][CH:34]=1)[OH:30]>C1(C)C=CC=CC=1>[CH2:4]([O:3][C:1](=[O:2])/[C:6](/[CH3:7])=[CH:27]/[C:28]1[CH:34]=[CH:33][CH:32]=[CH:31][C:29]=1[OH:30])[CH3:5]. Procedure details: To a solution of 75.0 g (carbethoxyethylidene)triphenyl phosphorane in 350 ml of toluene, 23.2 g of salicylaldehyde was dropped in at 20° C. while cooling in an ice-bath. After stirring at room temperature for 90 mn., the reaction mixture was diluted with toluene and washed to neutrality with water.